This data is from the Open Reaction Database (ORD), a public repository of structured organic reaction records. The task is: describe an organic reaction: reactants, conditions, products, and yield Reactants: CC(C)(C)OC(=O)N1CCCN(c2nc3ccccc3n2CCn2ccnc2)CC1, CO, CCOCC, I. Product: I, c1ccc2c(c1)nc(N1CCCNCC1)n2CCn1ccnc1. As a reaction SMILES: [C:1]([O:2][C:3](=[O:4])[N:8]1[CH2:9][CH2:10][N:11]([c:15]2[n:16][c:17]3[c:18]([n:19]2[CH2:20][CH2:21][n:22]2[cH:23][n:24][cH:25][cH:26]2)[cH:27][cH:28][cH:29][cH:30]3)[CH2:12][CH2:13][CH2:14]1)([CH3:5])([CH3:6])[CH3:7].[CH3:32][OH:33].[CH3:34][CH2:35][O:36][CH2:37][CH3:38].[IH:31]>>[IH:31].[NH:8]1[CH2:9][CH2:10][N:11]([c:15]2[n:16][c:17]3[c:18]([n:19]2[CH2:20][CH2:21][n:22]2[cH:23][n:24][cH:25][cH:26]2)[cH:27][cH:28][cH:29][cH:30]3)[CH2:12][CH2:13][CH2:14]1. The product is COc1ccc2c(c1)N(C)C(=O)C2(C)C. RXN SMILES: [CH2:19]1[O:20][CH2:21][CH2:22][CH2:23]1.[CH3:1][O:2][c:3]1[cH:4][cH:5][c:6]2[c:10]([cH:11]1)[NH:9][C:8](=[O:12])[C:7]2([CH3:13])[CH3:14].[H-:16].[I:17][CH3:18].[Na+:15]>>[CH3:1][O:2][c:3]1[cH:4][cH:5][c:6]2[c:10]([cH:11]1)[N:9]([CH3:18])[C:8](=[O:12])[C:7]2([CH3:13])[CH3:14]. The reactants are C1CCOC1, COc1ccc2c(c1)NC(=O)C2(C)C, [H-], CI, [Na+]. The reactants are C(C)NC=1N=C(N=NC1C(=O)OCC)SC (5-ethylamino-3-methylsulfanyl-1,2,4-triazine-6-carboxylic acid, ethyl ester), S(=O)(=O)([O-])[O-].[NH4+].[NH4+] (ammonium sulfate), [H-].[Al+3].[Li+].[H-].[H-].[H-] (lithium aluminum hydride), saturated solution, S(=O)(=O)([O-])[O-].[NH4+].[NH4+] (ammonium sulfate). Solvent: C1CCOC1 (THF), C1CCOC1 (THF), C1CCOC1 (THF). Run at time 30 minute. Yields the product C(C)NC=1N=C(N=NC1CO)SC ((5-ethylamino-3-methylsulfanyl-1,2,4-triazin-6-yl)-methanol). RXN SMILES: [H-].[Al+3].[Li+].[H-].[H-].[H-].[CH2:7]([NH:9][C:10]1[N:11]=[C:12]([S:21][CH3:22])[N:13]=[N:14][C:15]=1[C:16](OCC)=[O:17])[CH3:8].S([O-])([O-])(=O)=O.[NH4+].[NH4+]>C1COCC1>[CH2:7]([NH:9][C:10]1[N:11]=[C:12]([S:21][CH3:22])[N:13]=[N:14][C:15]=1[CH2:16][OH:17])[CH3:8] |f:0.1.2.3.4.5,7.8.9|. Procedure: To a room temperature suspension of 5.1 g (133.7 mmol) of lithium aluminum hydride in 400 mL of anhydrous THF was added a solution of 16.2 g (66.9 mmol) of 5-ethylamino-3-methylsulfanyl-1,2,4-triazine-6-carboxylic acid, ethyl ester in 150 mL of THF. The reaction was stirred for 6 hours at room temperature, at which time approximately 16 mL of a saturated solution of ammonium sulfate was added dropwise while keeping the reaction temperature below 25° C. with an ice bath. The reaction mixture beco... Product: CCOC(=O)CN1C(=O)C2(COc3cc4c(cc32)CCC4)c2ccccc21. The reactants are C1CCOC1, CCOC(=O)N=NC(=O)OCC, CCOC(=O)CN1C(=O)C(CO)(c2cc3c(cc2O)CCC3)c2ccccc21, c1ccc(P(c2ccccc2)c2ccccc2)cc1. As a reaction SMILES: [CH2:60]1[O:61][CH2:62][CH2:63][CH2:64]1.[O:48]=[C:49]([O:50][CH2:51][CH3:52])[N:53]=[N:54][C:55]([O:56][CH2:57][CH3:58])=[O:59].[OH:1][c:2]1[c:3]([C:11]2([CH2:27][OH:28])[C:12](=[O:26])[N:13]([CH2:20][C:21](=[O:22])[O:23][CH2:24][CH3:25])[c:14]3[cH:15][cH:16][cH:17][cH:18][c:19]32)[cH:4][c:5]2[c:9]([cH:10]1)[CH2:8][CH2:7][CH2:6]2.[c:29]1([P:30]([c:31]2[cH:32][cH:33][cH:34][cH:35][cH:36]2)[c:37]2[cH:38][cH:39][cH:40][cH:41][cH:42]2)[cH:43][cH:44][cH:45][cH:46][cH:47]1>>[O:1]1[c:2]2[c:3]([cH:4][c:5]3[c:9]([cH:10]2)[CH2:8][CH2:7][CH2:6]3)[C:11]2([C:12](=[O:26])[N:13]([CH2:20][C:21](=[O:22])[O:23][CH2:24][CH3:25])[c:14]3[cH:15][cH:16][cH:17][cH:18][c:19]32)[CH2:27]1. Starting materials: COC1=CC=C(C(=O)NN)C=C1 (4-methoxybenzhydrazide), Cl.CNC(CCCC=C)=NC (N,N′-dimethyl-5-hexenimidamide hydrochloride). Product: CN1C(=NN=C1CCCC=C)C1=CC=C(C=C1)OC (4-methyl-3-[4-(methyloxy)phenyl]-5-(4-penten-1-yl)-4H-1,2,4-triazole). As a reaction SMILES: [CH3:1][O:2][C:3]1[CH:12]=[CH:11][C:6]([C:7]([NH:9][NH2:10])=O)=[CH:5][CH:4]=1.Cl.[CH3:14][NH:15][C:16](=NC)[CH2:17][CH2:18][CH2:19][CH:20]=[CH2:21]>>[CH3:14][N:15]1[C:16]([CH2:17][CH2:18][CH2:19][CH:20]=[CH2:21])=[N:10][N:9]=[C:7]1[C:6]1[CH:11]=[CH:12][C:3]([O:2][CH3:1])=[CH:4][CH:5]=1 |f:1.2|. Reported procedure: The title compound was prepared in analogy to Preparation 11 in 0.12 g yield starting from 4-methoxybenzhydrazide (0.5 g) and N,N′-dimethyl-5-hexenimidamide hydrochloride (0.48 g). MS (m/z): 258 [MH]+. Starting materials: CC1(OB(OC1(C)C)C1=C(OC=C1)C)C (4,4,5,5-Tetramethyl-2-(2-methyl-3-furanyl)-1,3,2-dioxaborolane), ClC1=CN=CC(=N1)N1C[C@H](O[C@H](C1)C)C (cis-4-(6-chloro-2-pyrazinyl)-2,6-dimethylmorpholine), O (water), C([O-])([O-])=O.[Na+].[Na+] (sodium carbonate). The reagents and catalysts are C=1C=CC(=CC1)[P](C=2C=CC=CC2)(C=3C=CC=CC3)[Pd]([P](C=4C=CC=CC4)(C=5C=CC=CC5)C=6C=CC=CC6)([P](C=7C=CC=CC7)(C=8C=CC=CC8)C=9C=CC=CC9)[P](C=1C=CC=CC1)(C=1C=CC=CC1)C=1C=CC=CC1 (tetrakis(triphenylphosphine)palladium(0)). The solvent is O1CCOCC1 (1,4-dioxane). Conditions: temperature 100 celsius. Product: C[C@@H]1CN(C[C@@H](O1)C)C1=NC(=CN=C1)C1=C(OC=C1)C (cis-2,6-Dimethyl-4-[6-(2-methyl-3-furanyl)-2-pyrazinyl]morpholine). Reaction SMILES: CC1(C)C(C)(C)OB([C:9]2[CH:13]=[CH:12][O:11][C:10]=2[CH3:14])O1.Cl[C:17]1[N:22]=[C:21]([N:23]2[CH2:28][C@H:27]([CH3:29])[O:26][C@H:25]([CH3:30])[CH2:24]2)[CH:20]=[N:19][CH:18]=1.O.C(=O)([O-])[O-].[Na+].[Na+]>O1CCOCC1.C1C=CC([P]([Pd]([P](C2C=CC=CC=2)(C2C=CC=CC=2)C2C=CC=CC=2)([P](C2C=CC=CC=2)(C2C=CC=CC=2)C2C=CC=CC=2)[P](C2C=CC=CC=2)(C2C=CC=CC=2)C2C=CC=CC=2)(C2C=CC=CC=2)C2C=CC=CC=2)=CC=1>[CH3:30][C@H:25]1[O:26][C@@H:27]([CH3:29])[CH2:28][N:23]([C:21]2[CH:20]=[N:19][CH:18]=[C:17]([C:9]3[CH:13]=[CH:12][O:11][C:10]=3[CH3:14])[N:22]=2)[CH2:24]1 |f:3.4.5,^1:47,49,68,87|. Procedure details: 4,4,5,5-Tetramethyl-2-(2-methyl-3-furanyl)-1,3,2-dioxaborolane (567 mg, 2.72 mmol) was added to a solution of cis-4-(6-chloro-2-pyrazinyl)-2,6-dimethylmorpholine (620 mg, 2.72 mmol) in a mixture of 1,4-dioxane (17 mL), water (2.83 mL) and sodium carbonate (577 mg, 5.45 mmol). The solution was degassed using argon gas and then charged with tetrakis(triphenylphosphine)palladium(0) (315 mg, 0.272 mmol). After addition, the reaction mixture was stirred and heated in the microwave at 100° C. for 1 ho... Isolated yield 190.9%. Starting materials: Cl (HCl), OCC(=O)N1N=C(C(=C1C1CCNCC1)C1=NC=NC=C1)C1=CC=C(C=C1)Cl (N-(2-hydroxyacetyl)-5-(4-piperidyl)-4-(4-pyrimidyl)-3-(4-chlorophenyl)pyrazole). Product: Cl.OCC(=O)N1N=C(C(=C1C1CCNCC1)C1=NC=NC=C1)C1=CC=C(C=C1)Cl (N-(2-hydroxyacetyl)-5-(4-piperidyl)-4-(4-pyrimidyl)-3-(4-chlorophenyl)pyrazole hydrochloride). The solvent is CCOCC (Et2O), O1CCOCC1 (dioxane), O1CCOCC1 (dioxane). Reported procedure: A 25 mL round bottom flask was charged with 65 mg (0.164 mmol) of N-(2-hydroxyacetyl)-5-(4-piperidyl)-4-(4-pyrimidyl)-3-(4-chlorophenyl)pyrazole and 2.5 mL of dioxane. To this suspension was added 0.082 mL of 4 N HCl in dioxane. The mixture was stirred for 2 hours. The mixture was diluted with 5 mL of Et2O and filtered. The solid was dried over solid CaSO4 under vacuum for 12 h to afford 68 mg of N-(2-hydroxyacetyl)-5-(4-piperidyl)-4-(4-pyrimidyl)-3-(4-chlorophenyl)pyrazole hydrochloride. 1H NMR... Reaction conditions: time 2 hour. RXN SMILES: [OH:1][CH2:2][C:3]([N:5]1[C:9]([CH:10]2[CH2:15][CH2:14][NH:13][CH2:12][CH2:11]2)=[C:8]([C:16]2[CH:21]=[CH:20][N:19]=[CH:18][N:17]=2)[C:7]([C:22]2[CH:27]=[CH:26][C:25]([Cl:28])=[CH:24][CH:23]=2)=[N:6]1)=[O:4].Cl>O1CCOCC1.CCOCC>[ClH:28].[OH:1][CH2:2][C:3]([N:5]1[C:9]([CH:10]2[CH2:15][CH2:14][NH:13][CH2:12][CH2:11]2)=[C:8]([C:16]2[CH:21]=[CH:20][N:19]=[CH:18][N:17]=2)[C:7]([C:22]2[CH:23]=[CH:24][C:25]([Cl:28])=[CH:26][CH:27]=2)=[N:6]1)=[O:4] |f:4.5|.